Dataset: the Open Reaction Database (ORD), a public repository of structured organic reaction records. Task: describe an organic reaction: reactants, conditions, products, and yield Reactants: NC(=O)c1ccccc1N, CC(=O)OC(OC(C)=O)c1ccc([N+](=O)[O-])o1, Cc1nc2ccccc2c(=O)[nH]1, Cl, O=[N+]([O-])c1ccc(C=Cc2nc(Nc3ccc(O)cc3)c3ccccc3n2)o1, O=Cc1ccc([N+](=O)[O-])o1. The product is O=c1[nH]c(C=Cc2ccc([N+](=O)[O-])o2)nc2ccccc12. RXN SMILES: [C:30]([NH2:31])([c:32]1[c:33]([NH2:39])[cH:34][cH:35][cH:36][cH:37]1)=[O:38].[C:52]([O:53][CH:54]([O:55][C:56](=[O:57])[CH3:58])[c:59]1[o:60][c:61]([N+:62]([O-:63])=[O:64])[cH:65][cH:66]1)(=[O:67])[CH3:68].[CH3:40][c:41]1[nH:42][c:43](=[O:44])[c:45]2[c:46]([cH:47][cH:48][cH:49][cH:50]2)[n:51]1.[ClH:29].[N+:1](=[O:2])([O-:3])[c:4]1[cH:5][cH:6][c:7]([CH:9]=[CH:10][c:11]2[n:12][c:13]3[cH:14][cH:15][cH:16][cH:17][c:18]3[c:19]([NH:21][c:22]3[cH:23][cH:24][c:25]([OH:26])[cH:27][cH:28]3)[n:20]2)[o:8]1.[N+:69]([c:70]1[o:71][c:72]([CH:73]=[O:74])[cH:75][cH:76]1)([O-:77])=[O:78]>>[N+:1](=[O:2])([O-:3])[c:4]1[cH:5][cH:6][c:7]([CH:9]=[CH:10][c:11]2[n:12][c:13]3[cH:14][cH:15][cH:16][cH:17][c:18]3[c:19](=[O:38])[nH:20]2)[o:8]1. The reactants are C([O-])([O-])=O.[K+].[K+] (potassium carbonate), ClC1=C(OC=2C=C(OC(C)Cl)C(=CC2)Cl)C=CC(=C1)C(F)(F)F (3-(2'-chloro-4'-trifluoromethylphenoxy)-6-chlorophenoxy-chloroethane), C(CS)(=O)OC (methyl thioglycolate), CS(=O)C (dimethyl sulfoxide). Solvent: CCOCC (ether). Run at time 8 hour. Product: ClC1=C(OC=2C=C(OCCCC(=S)OC)C(=CC2)Cl)C=CC(=C1)C(F)(F)F (Methyl 3-(2'-chloro-4'-trifluoromethylphenoxy)-6-chlorophenoxyethylthioacetate). Yield: 81.0%. Reaction SMILES: [C:1](=[O:4])([O-])[O-].[K+].[K+].[Cl:7][C:8]1[CH:25]=[C:24]([C:26]([F:29])([F:28])[F:27])[CH:23]=[CH:22][C:9]=1[O:10][C:11]1[CH:12]=[C:13]([C:18]([Cl:21])=[CH:19][CH:20]=1)[O:14][CH:15](Cl)[CH3:16].[C:30](OC)(=O)[CH2:31][SH:32].CS(C)=O>CCOCC>[Cl:7][C:8]1[CH:25]=[C:24]([C:26]([F:29])([F:27])[F:28])[CH:23]=[CH:22][C:9]=1[O:10][C:11]1[CH:12]=[C:13]([C:18]([Cl:21])=[CH:19][CH:20]=1)[O:14][CH2:15][CH2:16][CH2:30][C:31]([O:4][CH3:1])=[S:32] |f:0.1.2|. Reported procedure: 20.7 g of potassium carbonate, 19.2 g (0.05 mole) of 3-(2'-chloro-4'-trifluoromethylphenoxy)-6-chlorophenoxy-chloroethane and 5.3 g (0.05 mole) of methyl thioglycolate are added at room temperature to 80 ml of dimethyl sulfoxide. In the course of the exothermic reaction, the temperature rises to about 42° C. The reaction mixture is then stirred overnight at room temperature. On the next day, the batch is diluted with 300 ml of ether and the ethereal solution is washed with two 400 ml portions of... Reactants: O=C([O-])[O-], CI, CN(C)C=O, [K+], [K+], Cc1nc(N2CCc3ccccc3CC2)c(C#N)c(=O)n1N. The product is CNn1c(C)nc(N2CCc3ccccc3CC2)c(C#N)c1=O. As a reaction SMILES: [C:25](=[O:26])([O-:27])[O-:28].[CH3:23][I:24].[CH3:31][N:32]([CH3:33])[CH:34]=[O:35].[K+:29].[K+:30].[NH2:1][n:2]1[c:3]([CH3:22])[n:4][c:5]([N:11]2[CH2:12][CH2:13][c:14]3[c:15]([cH:18][cH:19][cH:20][cH:21]3)[CH2:16][CH2:17]2)[c:6]([C:9]#[N:10])[c:7]1=[O:8]>>[NH:1]([n:2]1[c:3]([CH3:22])[n:4][c:5]([N:11]2[CH2:12][CH2:13][c:14]3[c:15]([cH:18][cH:19][cH:20][cH:21]3)[CH2:16][CH2:17]2)[c:6]([C:9]#[N:10])[c:7]1=[O:8])[CH3:25]. The reactants are CC(C)=O, [I-], Cc1ccc(S(=O)(=O)OC2CCN(C(=O)OCc3ccc([N+](=O)[O-])cc3)CC2)cc1, [Na+]. The product is O=C(OCc1ccc([N+](=O)[O-])cc1)N1CCC(I)CC1. As a reaction SMILES: [CH3:33][C:34](=[O:35])[CH3:36].[I-:32].[N+:1](=[O:2])([O-:3])[c:4]1[cH:5][cH:6][c:7]([CH2:8][O:9][C:10](=[O:11])[N:12]2[CH2:13][CH2:14][CH:15]([O:18][S:19]([c:20]3[cH:21][cH:22][c:23]([CH3:24])[cH:25][cH:26]3)(=[O:27])=[O:28])[CH2:16][CH2:17]2)[cH:29][cH:30]1.[Na+:31]>>[N+:1](=[O:2])([O-:3])[c:4]1[cH:5][cH:6][c:7]([CH2:8][O:9][C:10](=[O:11])[N:12]2[CH2:13][CH2:14][CH:15]([I:32])[CH2:16][CH2:17]2)[cH:29][cH:30]1. Reactants: ClC(=O)OCC(C)C (isobutyl chloroformate), [OH-].[Na+] (NaOH), C[C@H](CCCC(C)C)[C@H]1CC[C@@H]2[C@@]1(CC[C@H]3[C@H]2CC=C4[C@@]3(CC[C@@H](C4)OC(=O)CCC(=O)O)C)C (cholesteryl hydrogen succinate), C(CCC)N(CCCC)CCCC (tributylamine). Solvent: O1CCOCC1 (p-dioxane), O1CCOCC1 (Dioxane), O (water). Conditions: time 6 hour. Yields the product CC(C)CCC[C@@H](C)[C@H]1CC[C@H]2[C@@H]3CC=C4C[C@@H](O)CC[C@]4(C)[C@H]3CC[C@]12C (cholesterol). Reaction SMILES: [CH3:1][C@@H:2]([C@@H:9]1[C@@:13]2([CH3:35])[CH2:14][CH2:15][C@@H:16]3[C@@:21]4([CH3:34])[CH2:22][CH2:23][C@H:24]([O:26]C(CCC(O)=O)=O)[CH2:25][C:20]4=[CH:19][CH2:18][C@H:17]3[C@@H:12]2[CH2:11][CH2:10]1)[CH2:3][CH2:4][CH2:5][CH:6]([CH3:8])[CH3:7].C(N(CCCC)CCCC)CCC.ClC(OCC(C)C)=O.[OH-].[Na+]>O1CCOCC1.O>[CH3:8][CH:6]([CH2:5][CH2:4][CH2:3][C@H:2]([C@@H:9]1[C@:13]2([CH3:35])[C@H:12]([C@H:17]3[C@H:16]([CH2:15][CH2:14]2)[C@:21]2([CH3:34])[C:20]([CH2:25][C@H:24]([CH2:23][CH2:22]2)[OH:26])=[CH:19][CH2:18]3)[CH2:11][CH2:10]1)[CH3:1])[CH3:7] |f:3.4|. Procedure details: 20.25 Grams (41.8 mmoles) of cholesteryl hydrogen succinate (sold by Aldrich Chemicals) and 19.8 ml (83.4 mmoles) of tributylamine were dissolved in 540 ml of Dioxane. The solution was cooled and treated with 5.3 ml (5.7 g, 41.7 mmoles) of isobutyl chloroformate. The reaction was permitted to proceed in the cold for 30 minutes, and then the mixture was added in one portion to a stirred, cooled solution of 50.0 g (41.7 mmoles) of bovine serum albumin in 1100 ml of water, 750 ml of p-dioxane, and ...